Dataset: the Open Reaction Database (ORD), a public repository of structured organic reaction records. Task: describe an organic reaction: reactants, conditions, products, and yield RXN SMILES: [CH2:1]=[CH:2][C:3]#[N:4].[SH:5][CH2:6][CH2:7][C:8](=[O:9])[OH:10]>>[CH2:1]([CH2:2][C:3]#[N:4])[S:5][CH2:6][CH2:7][C:8](=[O:9])[OH:10]. Product: N#CCCSCCC(=O)O. The reactants are C=CC#N, O=C(O)CCS. Starting materials: C1(=CC=CC=C1)N1C(=O)C(=O)C2=CC(=CC=C12)OC (N-phenyl 5-methoxy isatin), [OH-].[K+] (KOH). Product: COC1=CC2=CC3=CC=CC=C3N=C2C=C1 (2-methoxy acridine). As a reaction SMILES: [C:1]1([N:7]2[C:17]3[C:12](=[CH:13][C:14]([O:18][CH3:19])=[CH:15][CH:16]=3)[C:10](=O)C2=O)[CH:6]=[CH:5][CH:4]=[CH:3][CH:2]=1.[OH-].[K+]>>[CH3:19][O:18][C:14]1[CH:15]=[CH:16][C:17]2[C:12](=[CH:10][C:2]3[C:1]([N:7]=2)=[CH:6][CH:5]=[CH:4][CH:3]=3)[CH:13]=1 |f:1.2|. Reported procedure: The title compound can be prepared from N-phenyl-5-methoxy isatin of example 10 and 10% KOH by heating 2 hours on a steam bath. The solution is filtered, then acidified to pH 1 with conc. sulfuric acid. The product is collected by filtration. The product is C(#N)C(=C1CCC(CC1)=C(C#N)C#N)C#N (1,4-bis(dicyanomethylene)cyclohexane). Procedure details: It is known to prepare 7,7,8,8-tetracyanoquinodimethane, for example, by subjecting malononitrile and 1,4-cyclohexane-dione to a condensation reaction to obtain 1,4-bis(dicyanomethylene)cyclohexane, and oxidizing the cyclohexane in pyridine with N-bromosuccinimide or bromine. Reaction SMILES: [CH:1]1[C:11](=[C:12]([C:15]#[N:16])[C:13]#[N:14])[CH:10]=[CH:9][C:3](=[C:4]([C:7]#[N:8])[C:5]#[N:6])[CH:2]=1.C(#N)CC#N.C1(=O)CCC(=O)CC1>>[C:7]([C:4]([C:5]#[N:6])=[C:3]1[CH2:2][CH2:1][C:11](=[C:12]([C:15]#[N:16])[C:13]#[N:14])[CH2:10][CH2:9]1)#[N:8]. Reactants: C1=CC(=C(C#N)C#N)C=CC1=C(C#N)C#N (7,7,8,8-tetracyanoquinodimethane), C(CC#N)#N (malononitrile), C1(CCC(CC1)=O)=O (1,4-cyclohexane-dione). The reactants are C(C)OC=1C=C(C=CC1[N+](=O)[O-])C1=NN=CN1C (3-(3-Ethoxy-4-nitrophenyl)-4-methyl-4H-1,2,4-triazole). The solvent is CCOC(=O)C (EtOAc), CCO (EtOH). Product: C(C)OC1=C(N)C=CC(=C1)C1=NN=CN1C (2-Ethoxy-4-(4-methyl-4H-1,2,4-triazol-3-yl)aniline). RXN SMILES: [CH2:1]([O:3][C:4]1[CH:5]=[C:6]([C:13]2[N:17]([CH3:18])[CH:16]=[N:15][N:14]=2)[CH:7]=[CH:8][C:9]=1[N+:10]([O-])=O)[CH3:2]>CCOC(C)=O.CCO>[CH2:1]([O:3][C:4]1[CH:5]=[C:6]([C:13]2[N:17]([CH3:18])[CH:16]=[N:15][N:14]=2)[CH:7]=[CH:8][C:9]=1[NH2:10])[CH3:2]. Procedure: The title compound was prepared according to the method described for Preparation 107 using 3-(3-Ethoxy-4-nitrophenyl)-4-methyl-4H-1,2,4-triazole (Preparation 116) in EtOAc and EtOH (1:8 v:v). The reactants are CO (MeOH), C(C)(=O)NC1=CC=C(C=2CCC(CC12)N1CCCC1)Br (1-acetamido-4-bromo-7-pyrrolidin-1-yl-5,6,7,8-tetrahydronaphthalene), CCOC(=O)C (EtOAc), [N+](=O)(O)[O-] (nitric acid). Solvent: FC(C(=O)O)(F)F (trifluoroacetic acid). Reaction conditions: time 4 hour. The product is C(C)(=O)NC1=C(C=C(C=2CCC(CC12)N1CCCC1)Br)[N+](=O)[O-] (1-Acetamido-4-bromo-2-nitro-7-pyrrolidin-1-yl-5,6,7,8-tetrahydronaphthalene). Reaction SMILES: [C:1]([NH:4][C:5]1[C:14]2[CH2:13][CH:12]([N:15]3[CH2:19][CH2:18][CH2:17][CH2:16]3)[CH2:11][CH2:10][C:9]=2[C:8]([Br:20])=[CH:7][CH:6]=1)(=[O:3])[CH3:2].[N+:21]([O-])([OH:23])=[O:22].CCOC(C)=O.CO>FC(F)(F)C(O)=O>[C:1]([NH:4][C:5]1[C:14]2[CH2:13][CH:12]([N:15]3[CH2:19][CH2:18][CH2:17][CH2:16]3)[CH2:11][CH2:10][C:9]=2[C:8]([Br:20])=[CH:7][C:6]=1[N+:21]([O-:23])=[O:22])(=[O:3])[CH3:2]. Procedure details: A mixture of 1-acetamido-4-bromo-7-pyrrolidin-1-yl-5,6,7,8-tetrahydronaphthalene (0.3 g) in trifluoroacetic acid (10 mL) was cooled in an icebath and treated with fuming nitric acid (0.5 mL). After stirring for 4 h, the solvent was evaporated and the residue taken up in methylene chloride:water. The mixture was basified with 12.5% NaOH, and the aqueous layer back extracted. The combined organic layers were dried over sodium sulfate, filtered and evaporated to give a solid. Preparative thin layer... The reactants are CC1C(C(CC=C1)(C)C)C(C=CC)=O (1-(2,6,6-trimethylcyclohex-3-enyl)but-2-en-1-one), C(C)N(C(C)C)C(C)C (ethyl diisopropylamine), Cl.COC([C@@H](N)CS)=O (L-Cystein methyl ester hydrochloride). The solvent is CO (MeOH). Yields the product O=C(CC(C)NC(C(=O)OC)CSC(C)CC(C1C(C=CCC1(C)C)C)=O)C1C(C=CCC1(C)C)C (Methyl 2-(4-oxo-4-(2,6,6-trimethylcyclohex-3-enyl)butan-2-ylamino)-3-(4-oxo-4-(2,6,6-trimethylcyclohex-3-enyl)butan-2-ylthio)propanoate). Isolated yield 82.0%. RXN SMILES: [CH3:1][CH:2]1[CH:7]=[CH:6][CH2:5][C:4]([CH3:9])([CH3:8])[CH:3]1[C:10](=[O:14])[CH:11]=[CH:12][CH3:13].C(N([CH:21]([CH3:23])[CH3:22])C(C)C)C.Cl.[CH3:25][O:26][C:27](=[O:32])[C@H:28]([CH2:30][SH:31])[NH2:29]>CO>[O:14]=[C:10]([CH:3]1[C:4]([CH3:8])([CH3:9])[CH2:5][CH:6]=[CH:7][CH:2]1[CH3:1])[CH2:11][CH:12]([NH:29][CH:28]([CH2:30][S:31][CH:12]([CH2:11][C:10](=[O:14])[CH:3]1[C:4]([CH3:8])([CH3:9])[CH2:5][CH:6]=[CH:23][CH:21]1[CH3:22])[CH3:13])[C:27]([O:26][CH3:25])=[O:32])[CH3:13] |f:2.3|. Reported procedure: A solution of 1-(2,6,6-trimethylcyclohex-3-enyl)but-2-en-1-one (19.28 g, 100 mmol, 2 equiv.), ethyl diisopropylamine (6.45 g, 50 mmol, 1 equiv.) and L-Cystein methyl ester hydrochloride (8.60 g, 50 mmol, 1 equiv.) in MeOH (120 ml) is heated to reflux during 28 h. The solvent is removed in vacuo and the residue dissolved in methyl t-butyl ether. The solution is washed with dilute aq. NaCl, dried over MgSO4 and concentrated. The residue is purified by chromatography on SiO2 to yield 21.3 g (82%) o... Starting materials: N (ammonia), O.ON1N=NC2=C1C=CC=C2 (1-hydroxybenzotriazole hydrate), O (water), C(C)(C)(C)OC(=O)N1CSC[C@H]1C(=O)O ((4R)-3-(tert-Butyloxycarbonyl)thiazolidine-4-carboxylic acid). The solvent is C(Cl)Cl.CN(C)C=O (CH2Cl2 DMF). The product is C(C)(C)(C)OC(=O)N1CSC[C@H]1C(=O)N ((4R)-3-(tert-Butyloxycarbonyl)thiazolidine-4-carboxamide). Isolated yield 71.0%. As a reaction SMILES: [C:1]([O:5][C:6]([N:8]1[C@H:12]([C:13]([OH:15])=O)[CH2:11][S:10][CH2:9]1)=[O:7])([CH3:4])([CH3:3])[CH3:2].O.O[N:18]1C2C=CC=CC=2N=N1.O.N>C(Cl)Cl.CN(C=O)C>[C:1]([O:5][C:6]([N:8]1[C@H:12]([C:13]([NH2:18])=[O:15])[CH2:11][S:10][CH2:9]1)=[O:7])([CH3:4])([CH3:3])[CH3:2] |f:1.2,5.6|. Reported procedure: (4R)-3-(tert-Butyloxycarbonyl)thiazolidine-4-carboxylic acid (12.5 g, 54.1 mmol) was dissolved in CH2Cl2/DMF (9:1, 150 ml). To this solution at 0° C. was added 1-hydroxybenzotriazole hydrate (14.6 g, 108 mmol) and water-soluble carbodiimide (13.0 g, 65 mmol). After 1 h at 0° C. ammonia (35%, 50 ml) was added. After 18 h at 0° C. to room temperature the solvent was removed in vacuo and the residue was taken up in ethyl acetate (500 ml). This solution was washed with 0.3M KHSO4, sat. NaHCO3, water... Reactants: C([O-])(O)=O.[Na+] (sodium bicarbonate), BrC=1N(C2=CC=C(C=C2C1CC(=O)N)OC)CC1=CC=CC=C1 (2-bromo-5-methoxy-1-(phenylmethyl)-1H-indole-3-acetamide), B(Br)(Br)Br.C(Cl)Cl (BBr3 methylene chloride), ice water. The solvent is C(Cl)Cl (methylene chloride). The product is BrC=1N(C2=CC=C(C=C2C1CC(=O)N)O)CC1=CC=CC=C1 (2-bromo-5-hydroxy-1-(phenylmethyl)-1H-indole-3-acetamide). Isolated yield 34.2%. As a reaction SMILES: [Br:1][C:2]1[N:3]([CH2:17][C:18]2[CH:23]=[CH:22][CH:21]=[CH:20][CH:19]=2)[C:4]2[C:9]([C:10]=1[CH2:11][C:12]([NH2:14])=[O:13])=[CH:8][C:7]([O:15]C)=[CH:6][CH:5]=2.B(Br)(Br)Br.C(Cl)Cl.C(=O)(O)[O-].[Na+]>C(Cl)Cl>[Br:1][C:2]1[N:3]([CH2:17][C:18]2[CH:23]=[CH:22][CH:21]=[CH:20][CH:19]=2)[C:4]2[C:9]([C:10]=1[CH2:11][C:12]([NH2:14])=[O:13])=[CH:8][C:7]([OH:15])=[CH:6][CH:5]=2 |f:1.2,3.4|. Reported procedure: A solution of 4 g (11 mmol) of 2-bromo-5-methoxy-1-(phenylmethyl)-1H-indole-3-acetamide and 35 mL of BBr3/methylene chloride in 200 mL of methylene chloride was stirred for 1 hour, poured into ice-water, made basic with sodium bicarbonate and extracted with methylene chloride. This solution was washed with brine, dried (Na2SO4) and concentrated. The residue was chromatographed on silica gel and eluted with ethyl acetate to give 1.35 g (33% yield) of 2-bromo-5-hydroxy-1-(phenylmethyl)-1H-indole-3... Reactants: C(CCC)OC1=CC(=NC=C1)C(=O)OC (methyl 4-butoxypyridine-2-carboxylate), [BH4-].[Na+] (sodium borohydride), hexanes ethyl acetate. Run in CO (methanol). The product is C(CCC)OC1=CC(=NC=C1)CO ((4-Butoxypyridin-2-yl)methanol). Isolated yield 82.8%. As a reaction SMILES: [CH2:1]([O:5][C:6]1[CH:11]=[CH:10][N:9]=[C:8]([C:12](OC)=[O:13])[CH:7]=1)[CH2:2][CH2:3][CH3:4].[BH4-].[Na+]>CO>[CH2:1]([O:5][C:6]1[CH:11]=[CH:10][N:9]=[C:8]([CH2:12][OH:13])[CH:7]=1)[CH2:2][CH2:3][CH3:4] |f:1.2|. Procedure details: To a solution of methyl 4-butoxypyridine-2-carboxylate (1.20 g, 5.80 mmol, obtained from Example 18(b)) in methanol (60 mL) was added sodium borohydride (0.85 g, 23.0 mmol). The reaction was monitored by TLC (hexanes/ethyl acetate, 1:2). After the disappearance of starting material, the reaction mixture was concentrated in vacuo and the crude was dissolved in ethyl acetate/water (1:1, 60 mL). The aqueous layer was separated and extracted with ethyl acetate (2×20 mL). The combined organic layers ... Starting materials: C(C1=CC=CC=C1)OC=1C=C(C=C(C1)F)C(C1CCOCC1)=O (4-[(3-benzyloxy-5-flourophenyl)oxomethyl]-tetrahydropyran). Reagents/catalysts: [Pd] (palladium on carbon). Run in C(C)O (ethanol), C(C)O (ethanol). Reaction conditions: time 3 hour. Yields the product OC=1C=C(C=C(C1)F)C(C1CCOCC1)=O (4-[(3-hydroxy-5-fluorophenyl)oxomethyl]tetrahydropyran). Yield: 80.6%. Reaction SMILES: C([O:8][C:9]1[CH:10]=[C:11]([C:16](=[O:23])[CH:17]2[CH2:22][CH2:21][O:20][CH2:19][CH2:18]2)[CH:12]=[C:13]([F:15])[CH:14]=1)C1C=CC=CC=1>[Pd].C(O)C>[OH:8][C:9]1[CH:10]=[C:11]([C:16](=[O:23])[CH:17]2[CH2:18][CH2:19][O:20][CH2:21][CH2:22]2)[CH:12]=[C:13]([F:15])[CH:14]=1. Procedure details: To a suspension of palladium on carbon (1.5 g) in ethanol (30 mL) under N2 was added a solution of 4-[(3-benzyloxy-5-flourophenyl)oxomethyl]-tetrahydropyran (3.7 g, 12 mmol), prepared as in step 6, in ethanol (70 mL). The reaction mixture was flushed three times with hydrogen, was then stirred for three hours under positive hydrogen pressure. The reaction mixture was flushed with N2, filtered through a pad of celite, and concentrated in vacuo to yield 4-[(3-hydroxy-5-fluorophenyl)oxomethyl]tetra...